This data is from the Open Reaction Database (ORD), a public repository of structured organic reaction records. The task is: describe an organic reaction: reactants, conditions, products, and yield Reactants: ClC1=CC=C(C=C1)S(=O)(=O)Cl (4-Chlorophenylsulphonyl chloride), [Cl-].[Al+3].[Cl-].[Cl-] (aluminium chloride), C(C)(C)C1=C(C(C(=O)O)=C(C=C1)C)O (3-isopropyl-6-methylsalicylic acid), ice, Cl (hydrochloric acid). The solvent is [N+](=O)([O-])C1=CC=CC=C1 (nitrobenzene). The product is ClC1=CC=C(C=C1)S(=O)(=O)C1=CC(=C(C(C(=O)O)=C1C)O)C(C)C (5-(4-chlorophenylsulphonyl)-3-isopropyl-6-methylsalicylic acid). As a reaction SMILES: [Cl:1][C:2]1[CH:7]=[CH:6][C:5]([S:8](Cl)(=[O:10])=[O:9])=[CH:4][CH:3]=1.[Cl-].[Al+3].[Cl-].[Cl-].[CH:16]([C:19]1[CH:27]=[CH:26][C:25]([CH3:28])=[C:21]([C:22]([OH:24])=[O:23])[C:20]=1[OH:29])([CH3:18])[CH3:17].Cl>[N+](C1C=CC=CC=1)([O-])=O>[Cl:1][C:2]1[CH:7]=[CH:6][C:5]([S:8]([C:26]2[C:25]([CH3:28])=[C:21]([C:22]([OH:24])=[O:23])[C:20]([OH:29])=[C:19]([CH:16]([CH3:18])[CH3:17])[CH:27]=2)(=[O:10])=[O:9])=[CH:4][CH:3]=1 |f:1.2.3.4|. Procedure details: 4-Chlorophenylsulphonyl chloride (6.3 g.) is added to a mixture of aluminium chloride (8.1 g.) and 3-isopropyl-6-methylsalicylic acid (5.7 g.) in dry nitrobenzene (3 ml.). The mixture is heated at 95°-100° C. for 4 hours and is then stirred into a mixture of ice (250 g.) and concentrated hydrochloric acid (30 ml.). The mixture is subsequently extracted with ethyl acetate (3 × 250 ml.). The extracts are washed with water and are then concentrated in vacuo. Residual nitrobenzene is removed by stea... Reactants: COC(=O)C=Cc1ccc(O)cc1, COC(=O)c1ccc(O)cc1, CC(Cl)CCC1C(C)CCCC1(C)C, ClCC1CCCCC1. The product is COC(=O)C=Cc1ccc(OCC2CCCCC2)cc1. As a reaction SMILES: [CH3:1][O:2][C:3]([CH:4]=[CH:5][c:6]1[cH:7][cH:8][c:9]([OH:12])[cH:10][cH:11]1)=[O:13].[CH3:22][O:23][C:24](=[O:25])[c:26]1[cH:27][cH:28][c:29]([OH:30])[cH:31][cH:32]1.[CH3:33][C:34]1([CH3:35])[CH2:36][CH2:37][CH2:38][CH:39]([CH3:40])[CH:41]1[CH2:42][CH2:43][CH:44]([Cl:45])[CH3:46].[Cl:14][CH2:15][CH:16]1[CH2:17][CH2:18][CH2:19][CH2:20][CH2:21]1>>[CH3:1][O:2][C:3]([CH:4]=[CH:5][c:6]1[cH:7][cH:8][c:9]([O:12][CH2:15][CH:16]2[CH2:17][CH2:18][CH2:19][CH2:20][CH2:21]2)[cH:10][cH:11]1)=[O:13].